describe an organic reaction: reactants, conditions, products, and yield From a dataset of the Open Reaction Database (ORD), a public repository of structured organic reaction records. The reactants are CCN(C(C)C)C(C)C, ClCc1nnn[nH]1, ClCCl, ClC(c1ccccc1)(c1ccccc1)c1ccccc1. Yields the product ClCc1nnn(C(c2ccccc2)(c2ccccc2)c2ccccc2)n1. Reaction SMILES: [CH:28]([N:29]([CH:30]([CH3:31])[CH3:32])[CH2:33][CH3:34])([CH3:35])[CH3:36].[Cl:1][CH2:2][c:3]1[n:4][n:5][n:6][nH:7]1.[Cl:37][CH2:38][Cl:39].[c:8]1([C:14]([c:15]2[cH:16][cH:17][cH:18][cH:19][cH:20]2)([c:21]2[cH:22][cH:23][cH:24][cH:25][cH:26]2)[Cl:27])[cH:9][cH:10][cH:11][cH:12][cH:13]1>>[Cl:1][CH2:2][c:3]1[n:4][n:5]([C:14]([c:8]2[cH:9][cH:10][cH:11][cH:12][cH:13]2)([c:15]2[cH:16][cH:17][cH:18][cH:19][cH:20]2)[c:21]2[cH:22][cH:23][cH:24][cH:25][cH:26]2)[n:6][n:7]1. The reactants are CN1CCN(CCCNc2ccc3ncc(Br)n3n2)CC1, CCOCC, CCCCC=CB(O)O, Cl. Yields the product Cl, CCCCC=Cc1cnc2ccc(NCCCN3CCN(C)CC3)nn12. Reaction SMILES: [Br:1][c:2]1[cH:3][n:4][c:5]2[n:6]1[n:7][c:8]([NH:11][CH2:12][CH2:13][CH2:14][N:15]1[CH2:16][CH2:17][N:18]([CH3:21])[CH2:19][CH2:20]1)[cH:9][cH:10]2.[CH3:32][CH2:33][O:34][CH2:35][CH3:36].[CH:22](=[CH:23][CH2:24][CH2:25][CH2:26][CH3:27])[B:28]([OH:29])[OH:30].[ClH:31]>>[ClH:31].[c:2]1([CH:22]=[CH:23][CH2:24][CH2:25][CH2:26][CH3:27])[cH:3][n:4][c:5]2[n:6]1[n:7][c:8]([NH:11][CH2:12][CH2:13][CH2:14][N:15]1[CH2:16][CH2:17][N:18]([CH3:21])[CH2:19][CH2:20]1)[cH:9][cH:10]2. Run in CN(C=O)C (N,N-dimethylformamide), C(C)(=O)OCC (ethyl acetate). Product: ClC=1C=C(C=NC1OC[C@H]1CN(CC1)CC(F)F)S(=O)(=O)N ((R)-5-chloro-6-((1-(2,2-difluoroethyl)pyrrolidin-3-yl)methoxy)pyridine-3-sulfonamide). Procedure details: A reaction mixture of EXAMPLE 400B (353 mg), 1,1-difluoro-2-iodoethane (268 mg) and Na2CO3 (283 mg) in N,N-dimethylformamide (10 mL) was heated at 80° C. overnight. The reaction mixture was cooled to room temperature and diluted with ethyl acetate. The organic phase was washed with water and brine, dried over anhydrous sodium sulfate, filtered, and concentrated. Flash column purification with 2.5-3% methanol/dichloromethane provided the title compound. Reactants: ClC=1C=C(C=NC1OC[C@H]1CNCC1)S(=O)(=O)N ((R)-5-chloro-6-(pyrrolidin-3-ylmethoxy)pyridine-3-sulfonamide), FC(CI)F (1,1-difluoro-2-iodoethane), C(=O)([O-])[O-].[Na+].[Na+] (Na2CO3). Reaction SMILES: [Cl:1][C:2]1[CH:3]=[C:4]([S:15]([NH2:18])(=[O:17])=[O:16])[CH:5]=[N:6][C:7]=1[O:8][CH2:9][C@@H:10]1[CH2:14][CH2:13][NH:12][CH2:11]1.[F:19][CH:20]([F:23])[CH2:21]I.C([O-])([O-])=O.[Na+].[Na+]>CN(C)C=O.C(OCC)(=O)C>[Cl:1][C:2]1[CH:3]=[C:4]([S:15]([NH2:18])(=[O:16])=[O:17])[CH:5]=[N:6][C:7]=1[O:8][CH2:9][C@@H:10]1[CH2:14][CH2:13][N:12]([CH2:21][CH:20]([F:23])[F:19])[CH2:11]1 |f:2.3.4|.